This data is from the Open Reaction Database (ORD), a public repository of structured organic reaction records. The task is: describe an organic reaction: reactants, conditions, products, and yield Starting materials: CCOC(=O)c1ccc(N)cc1, COc1ccc(Cl)cc1S(=O)(=O)N1CC(C)c2ccc(C(=O)O)cc21. Product: CCOC(=O)c1ccc(NC(=O)c2ccc3c(c2)N(S(=O)(=O)c2cc(Cl)ccc2OC)CC3C)cc1. RXN SMILES: [CH3:26][CH2:27][O:28][C:29](=[O:30])[c:31]1[cH:32][cH:33][c:34]([NH2:35])[cH:36][cH:37]1.[Cl:1][c:2]1[cH:3][cH:4][c:5]([O:24][CH3:25])[c:6]([S:8](=[O:9])(=[O:10])[N:11]2[CH2:12][CH:13]([CH3:23])[c:14]3[cH:15][cH:16][c:17]([C:20](=[O:21])[OH:22])[cH:18][c:19]32)[cH:7]1>>[Cl:1][c:2]1[cH:3][cH:4][c:5]([O:24][CH3:25])[c:6]([S:8](=[O:9])(=[O:10])[N:11]2[CH2:12][CH:13]([CH3:23])[c:14]3[cH:15][cH:16][c:17]([C:20](=[O:21])[NH:35][c:34]4[cH:33][cH:32][c:31]([C:29]([O:28][CH2:27][CH3:26])=[O:30])[cH:37][cH:36]4)[cH:18][c:19]32)[cH:7]1.